This data is from the Open Reaction Database (ORD), a public repository of structured organic reaction records. The task is: describe an organic reaction: reactants, conditions, products, and yield The reactants are C(CCC)[Li] (n-butyllithium), C(C1=CC=CC=C1)C1=C(C(=C(C(=C1C)OC)OC)OC)OC (1-benzyl-2,3,4,5-tetramethoxy-6-methylbenzene), CC(C(N)(C)C)(N)C (1,1,2,2-tetramethylethylenediamine), O1C(CCCC1)OC1OCCCC1 (tetrahydropyranyl ether), ClCCCCO (4-chlorobutanol), C(O)([O-])=O.[Na+] (sodium hydrogen-carbonate), C1(=CC=C(C=C1)S(=O)(=O)O)C (p-toluenesulfonic acid). The solvent is O1CCCC1 (tetrahydrofuran), CCCCCC (hexane), O1CCCC1 (tetrahydrofuran). Conditions: time 25 minute. Product: COC1=C(C(=C(C(=C1OC)OC)OC)C)C(CCCCO)C1=CC=CC=C1 (5-(2,3,4,5-tetramethoxy-6-methylphenyl)-5-phenylpentane-1-ol). Isolated yield 68.9%. As a reaction SMILES: C([Li])CCC.[CH2:6]([C:13]1[C:18]([CH3:19])=[C:17]([O:20][CH3:21])[C:16]([O:22][CH3:23])=[C:15]([O:24][CH3:25])[C:14]=1[O:26][CH3:27])[C:7]1[CH:12]=[CH:11][CH:10]=[CH:9][CH:8]=1.CC(C)(N)C(C)(C)N.Cl[CH2:37][CH2:38][CH2:39][CH2:40][OH:41].O1CCCCC1OC1CCCCO1.C1(C)C=CC(S(O)(=O)=O)=CC=1.C(=O)([O-])O.[Na+]>O1CCCC1.CCCCCC>[CH3:27][O:26][C:14]1[C:15]([O:24][CH3:25])=[C:16]([O:22][CH3:23])[C:17]([O:20][CH3:21])=[C:18]([CH3:19])[C:13]=1[CH:6]([C:7]1[CH:8]=[CH:9][CH:10]=[CH:11][CH:12]=1)[CH2:37][CH2:38][CH2:39][CH2:40][OH:41] |f:6.7|. Procedure details: A 3.1 ml (5.0 mmole) of n-butyllithium.hexane solution was added dropwise to 1.51 g (5.0 mmole) of 1-benzyl-2,3,4,5-tetramethoxy-6-methylbenzene and 0.83 ml (5×1.1 mmole) of 1,1,2,2-tetramethylethylenediamine dissolved in anhydrous tetrahydrofuran (15 ml), under an atmosphere of argon at -5° C. over the period of 5 minutes, followed by stirring at -5° to 0° C. for 25 minutes. Then, a solution of 0.96 g (5.0 mmole) of 4-chlorobutanol.tetrahydropyranyl ether in tetrahydrofuran (5 ml) was added to ... The reactants are CCOC(=O)C=C(C)CP(=O)(OC(C)C)OC(C)C, CN(C)C=O, CCCCCC, [Na+], [OH-], O, CC(CC=O)CCCC(C)(C)S. The product is CCOC(=O)C=C(C)C=CCC(C)CCCC(C)(C)S. RXN SMILES: [CH2:13]([CH3:14])[O:15][C:16](=[O:17])[CH:18]=[C:19]([CH2:20][P:21](=[O:22])([O:23][CH:24]([CH3:25])[CH3:26])[O:27][CH:28]([CH3:29])[CH3:30])[CH3:31].[CH3:32][N:33]([CH3:34])[CH:35]=[O:36].[CH3:40][CH2:41][CH2:42][CH2:43][CH2:44][CH3:45].[Na+:38].[OH-:37].[OH2:39].[SH:1][C:2]([CH2:3][CH2:4][CH2:5][CH:6]([CH2:7][CH:8]=[O:9])[CH3:10])([CH3:11])[CH3:12]>>[SH:1][C:2]([CH2:3][CH2:4][CH2:5][CH:6]([CH2:7][CH:8]=[CH:20][C:19](=[CH:18][C:16]([O:15][CH2:13][CH3:14])=[O:17])[CH3:31])[CH3:10])([CH3:11])[CH3:12]. Reactants: CC(C)=O, CN1CCCC1=NC(=S)Nc1ccccc1, CI. Yields the product CSC(=Nc1ccccc1)N=C1CCCN1C, I. RXN SMILES: [CH3:19][C:20](=[O:21])[CH3:22].[CH3:1][N:2]1[C:3](=[N:7][C:8](=[S:9])[NH:10][c:11]2[cH:12][cH:13][cH:14][cH:15][cH:16]2)[CH2:4][CH2:5][CH2:6]1.[I:17][CH3:18]>>[CH3:1][N:2]1[C:3](=[N:7][C:8]([S:9][CH3:18])=[N:10][c:11]2[cH:12][cH:13][cH:14][cH:15][cH:16]2)[CH2:4][CH2:5][CH2:6]1.[IH:17]. The reactants are [Al+3], CCOC(=O)CCC(=O)[O-], ClCCCl, [Cl-], [Cl-], [Cl-], [Cl-], Cl, Fc1ccccc1-c1ccccc1. Product: CCOC(=O)CCC(=O)c1ccc(-c2ccccc2F)cc1. RXN SMILES: [Al+3:2].[C:19]([CH2:20][CH2:21][C:22](=[O:23])[O-:24])(=[O:25])[O:26][CH2:27][CH3:28].[CH2:30]([Cl:31])[CH2:32][Cl:33].[Cl-:18].[Cl-:1].[Cl-:3].[Cl-:4].[ClH:29].[F:5][c:6]1[c:7](-[c:12]2[cH:13][cH:14][cH:15][cH:16][cH:17]2)[cH:8][cH:9][cH:10][cH:11]1>>[F:5][c:6]1[c:7](-[c:12]2[cH:13][cH:14][c:15]([C:22]([CH2:21][CH2:20][C:19](=[O:25])[O:26][CH2:27][CH3:28])=[O:23])[cH:16][cH:17]2)[cH:8][cH:9][cH:10][cH:11]1.